Dataset: the Open Reaction Database (ORD), a public repository of structured organic reaction records. Task: describe an organic reaction: reactants, conditions, products, and yield Starting materials: C([O-])([O-])=O.[K+].[K+] (Potassium carbonate), COC1=C(C=CC=C1)C#CC1=C(C=O)C=C(C=C1)OC (2-[2-(2-Methoxyphenyl)-ethynyl]-5-methoxybenzaldehyde), Cl.NO (hydroxylamine hydrochloride), C(C)(=O)[O-].[Na+] (sodium acetate). Solvent: O (water), C(C)O (ethanol). Yields the product C(#C)C1=C(C=CC=C1)OC (2-Ethynylanisole). Isolated yield 127.3%. RXN SMILES: [CH3:1][O:2][C:3]1[CH:8]=[CH:7][CH:6]=[CH:5][C:4]=1[C:9]#[C:10]C1C=CC(OC)=CC=1C=O.Cl.NO.C([O-])(=O)C.[Na+].C(=O)([O-])[O-].[K+].[K+]>C(O)C.O>[C:9]([C:4]1[CH:5]=[CH:6][CH:7]=[CH:8][C:3]=1[O:2][CH3:1])#[CH:10] |f:1.2,3.4,5.6.7|. Reported procedure: 2-[2-(2-Methoxyphenyl)-ethynyl]-5-methoxybenzaldehyde (0.95 g), hydroxylamine hydrochloride (0.25 g) and sodium acetate (0.32 g) were reacted in ethanol (20 ml) at 60° C. for 2 hr. Potassium carbonate (0.6 g) and water (2 ml) were added to the reaction mixture, and the mixture was heated under reflux for 12 hr. The reaction solution was evaporated, and then the resulting residue was extracted with methylene chloride, washed with brine and dried. The solvent was removed, and the resulting residue...